Dataset: the Open Reaction Database (ORD), a public repository of structured organic reaction records. Task: describe an organic reaction: reactants, conditions, products, and yield Starting materials: CCO, CCCc1nc(C)cn1-c1nc(OC)ccc1[N+](=O)[O-]. Yields the product CCCc1nc(C)cn1-c1nc(OC)ccc1N. Reaction SMILES: [CH2:21]([OH:22])[CH3:23].[CH3:1][O:2][c:3]1[cH:4][cH:5][c:6]([N+:18]([O-:19])=[O:20])[c:7](-[n:9]2[c:10]([CH2:15][CH2:16][CH3:17])[n:11][c:12]([CH3:14])[cH:13]2)[n:8]1>>[CH3:1][O:2][c:3]1[cH:4][cH:5][c:6]([NH2:18])[c:7](-[n:9]2[c:10]([CH2:15][CH2:16][CH3:17])[n:11][c:12]([CH3:14])[cH:13]2)[n:8]1. Starting materials: [Br-], Cc1oc(-c2ccccc2)nc1CCC(=O)c1ccc(C=O)cc1, CN(C)C=O, Cl, [H-], [Na+], c1ccc([P+](CC2OCCO2)(c2ccccc2)c2ccccc2)cc1, O. The product is Cc1oc(-c2ccccc2)nc1CCC(=O)c1ccc(C=CC2OCCO2)cc1. RXN SMILES: [Br-:1].[CH3:29][c:30]1[c:31]([CH2:41][CH2:42][C:43](=[O:44])[c:45]2[cH:46][cH:47][c:48]([CH:49]=[O:50])[cH:51][cH:52]2)[n:32][c:33](-[c:35]2[cH:36][cH:37][cH:38][cH:39][cH:40]2)[o:34]1.[CH3:54][N:55]([CH3:56])[CH:57]=[O:58].[ClH:53].[H-:27].[Na+:28].[O:2]1[CH:3]([CH2:7][P+:8]([c:9]2[cH:10][cH:11][cH:12][cH:13][cH:14]2)([c:15]2[cH:16][cH:17][cH:18][cH:19][cH:20]2)[c:21]2[cH:22][cH:23][cH:24][cH:25][cH:26]2)[O:4][CH2:5][CH2:6]1.[OH2:59]>>[O:2]1[CH:3]([CH:7]=[CH:54][c:48]2[cH:47][cH:46][c:45]([C:43]([CH2:42][CH2:41][c:31]3[c:30]([CH3:29])[o:34][c:33](-[c:35]4[cH:36][cH:37][cH:38][cH:39][cH:40]4)[n:32]3)=[O:44])[cH:52][cH:51]2)[O:4][CH2:5][CH2:6]1. Starting materials: N#Cc1cnc2ccc([N+](=O)[O-])cc2c1Nc1cccc(Br)c1, O=C([O-])O, CCO, [Na+], O. The product is N#Cc1cnc2ccc(N)cc2c1Nc1cccc(Br)c1. RXN SMILES: [Br:1][c:2]1[cH:3][c:4]([NH:8][c:9]2[c:10]([C:22]#[N:23])[cH:11][n:12][c:13]3[cH:14][cH:15][c:16]([N+:19]([O-:20])=[O:21])[cH:17][c:18]23)[cH:5][cH:6][cH:7]1.[C:25](=[O:26])([OH:27])[O-:28].[CH3:30][CH2:31][OH:32].[Na+:29].[OH2:24]>>[Br:1][c:2]1[cH:3][c:4]([NH:8][c:9]2[c:10]([C:22]#[N:23])[cH:11][n:12][c:13]3[cH:14][cH:15][c:16]([NH2:19])[cH:17][c:18]23)[cH:5][cH:6][cH:7]1. Starting materials: CC(C)(C)OC(=O)N1CCN(c2c(F)ccc(F)c2C#N)CC1, O=C([O-])[O-], [K+], [K+], NCc1ccccc1, CN(C)C=O. The product is CC(C)(C)OC(=O)N1CCN(c2c(F)ccc(NCc3ccccc3)c2C#N)CC1. RXN SMILES: [C:1]([CH3:2])([CH3:3])([CH3:4])[O:5][C:6](=[O:7])[N:8]1[CH2:9][CH2:10][N:11]([c:14]2[c:15]([C:22]#[N:23])[c:16]([F:21])[cH:17][cH:18][c:19]2[F:20])[CH2:12][CH2:13]1.[C:24](=[O:25])([O-:26])[O-:27].[K+:28].[K+:29].[NH2:30][CH2:31][c:32]1[cH:33][cH:34][cH:35][cH:36][cH:37]1.[O:38]=[CH:39][N:40]([CH3:41])[CH3:42]>>[C:1]([CH3:2])([CH3:3])([CH3:4])[O:5][C:6](=[O:7])[N:8]1[CH2:9][CH2:10][N:11]([c:14]2[c:15]([C:22]#[N:23])[c:16]([NH:30][CH2:31][c:32]3[cH:33][cH:34][cH:35][cH:36][cH:37]3)[cH:17][cH:18][c:19]2[F:20])[CH2:12][CH2:13]1.